Dataset: the Open Reaction Database (ORD), a public repository of structured organic reaction records. Task: describe an organic reaction: reactants, conditions, products, and yield Reactants: [N+](=O)([O-])C1=C(C=C2CCN(C(C2=C1)=O)CCCN1C(CCC1)=O)N1CCN(CC1)C1=C(C=CC=C1)C (7-nitro-2-[3-(2-oxo-pyrrolidin-1-yl)-propyl]-6-(4-o-tolyl-piperazin-1-yl)-3,4-dihydro-2H-isoquinolin-1-one), C(C)(=O)O (acetic acid). Reagents/catalysts: [Fe] (iron). Run in C(C)O (ethanol), C(C)O (ethanol). Run at temperature 75 celsius, time 8 hour. Product: NC1=C(C=C2CCN(C(C2=C1)=O)CCCN1C(CCC1)=O)N1CCN(CC1)C1=C(C=CC=C1)C (7-amino-2-[3-(2-oxo-pyrrolidin-1-yl)-propyl]-6-(4-o-tolyl-piperazin-1-yl)-3,4-dihydro-2H-isoquinolin-1-one). Yield: 66.7%. RXN SMILES: [N+:1]([C:4]1[CH:13]=[C:12]2[C:7]([CH2:8][CH2:9][N:10]([CH2:15][CH2:16][CH2:17][N:18]3[CH2:22][CH2:21][CH2:20][C:19]3=[O:23])[C:11]2=[O:14])=[CH:6][C:5]=1[N:24]1[CH2:29][CH2:28][N:27]([C:30]2[CH:35]=[CH:34][CH:33]=[CH:32][C:31]=2[CH3:36])[CH2:26][CH2:25]1)([O-])=O.C(O)(=O)C>C(O)C.[Fe]>[NH2:1][C:4]1[CH:13]=[C:12]2[C:7]([CH2:8][CH2:9][N:10]([CH2:15][CH2:16][CH2:17][N:18]3[CH2:22][CH2:21][CH2:20][C:19]3=[O:23])[C:11]2=[O:14])=[CH:6][C:5]=1[N:24]1[CH2:25][CH2:26][N:27]([C:30]2[CH:35]=[CH:34][CH:33]=[CH:32][C:31]=2[CH3:36])[CH2:28][CH2:29]1. Reported procedure: In a 25 ml round-bottom flask equipped with a magnetic stir bar, the iron powder (204.00 mg, 3.65 mmol) was suspended in clean, dry ethanol (8.00 ml, 137.01 mmol) at room temperature under an inert nitrogen atmosphere. To this was added the 7-nitro-2-[3-(2-oxo-pyrrolidin-1-yl)-propyl]-6-(4-o-tolyl-piperazin-1-yl)-3,4-dihydro-2H-isoquinolin-1-one 10c (71.80 mg, 0.15 mmol) dissolved in 1 ml of ethanol followed by the addition of acetic acid (2.00 ml, 34.94 mmol). The reaction mixture was warmed to... Reactants: O=C([O-])O, CCOC(=O)c1c(NCC(=O)OCCCC(=O)c2ccccc2)c2c(Cl)cc(Cl)cc2n1C(=O)OC(C)(C)C, ClCCl, [Na+], O=C(O)C(F)(F)F. Yields the product CCOC(=O)c1[nH]c2cc(Cl)cc(Cl)c2c1NCC(=O)OCCCC(=O)c1ccccc1. Reaction SMILES: [C:47](=[O:48])([O-:49])[OH:50].[CH2:1]([C:2](=[O:3])[c:4]1[cH:5][cH:6][cH:7][cH:8][cH:9]1)[CH2:10][CH2:11][O:12][C:13](=[O:14])[CH2:15][NH:16][c:17]1[c:18]([C:35](=[O:36])[O:37][CH2:38][CH3:39])[n:19]([C:28]([O:29][C:30]([CH3:31])([CH3:32])[CH3:33])=[O:34])[c:20]2[cH:21][c:22]([Cl:27])[cH:23][c:24]([Cl:26])[c:25]12.[CH2:52]([Cl:53])[Cl:54].[Na+:51].[OH:40][C:41]([C:42]([F:43])([F:44])[F:45])=[O:46]>>[CH2:1]([C:2](=[O:3])[c:4]1[cH:5][cH:6][cH:7][cH:8][cH:9]1)[CH2:10][CH2:11][O:12][C:13](=[O:14])[CH2:15][NH:16][c:17]1[c:18]([C:35](=[O:36])[O:37][CH2:38][CH3:39])[nH:19][c:20]2[cH:21][c:22]([Cl:27])[cH:23][c:24]([Cl:26])[c:25]12. The reactants are C(OCCCC)(OC1=CC=C(C=C1)[N+](=O)[O-])=O (butyl 4-nitrophenyl carbonate), NC(C1=CC=C(OCCCC2CCN(CC2)CCCOC2=CC=C(C(=N)N)C=C2)C=C1)=N (4-{3-[4-(3-{4-[amino(imino)methyl]phenoxy}propyl)-1-piperidinyl]propoxy}benzamidine), C(Cl)(Cl)Cl (Chloroform), O (water). Run in CN(C=O)C (N,N-dimethylformamide). Reaction conditions: time 2 hour. The product is NC(C1=CC=C(OCCCC2CCN(CC2)CCCOC2=CC=C(C(=NC(=O)OCCCC)N)C=C2)C=C1)=NC(=O)OCCCC (4-{3-[4-(3-{4-[amino(butoxycarbonylimino)methyl]phenoxy}propyl)-1-piperidinyl]propoxy}-N′-(butoxycarbonyl)benzamidine). Reaction SMILES: [C:1](=[O:17])([O:7][C:8]1[CH:13]=[CH:12][C:11]([N+]([O-])=O)=CC=1)OCCCC.[NH2:18][C:19](=[NH:49])[C:20]1[CH:48]=[CH:47][C:23]([O:24][CH2:25][CH2:26][CH2:27][CH:28]2[CH2:33][CH2:32][N:31]([CH2:34][CH2:35][CH2:36][O:37][C:38]3[CH:46]=[CH:45][C:41]([C:42]([NH2:44])=[NH:43])=[CH:40][CH:39]=3)[CH2:30][CH2:29]2)=[CH:22][CH:21]=1.C(Cl)(Cl)Cl.[OH2:54]>CN(C)C=O>[NH2:49][C:19](=[N:18][C:1]([O:7][CH2:8][CH2:13][CH2:12][CH3:11])=[O:17])[C:20]1[CH:48]=[CH:47][C:23]([O:24][CH2:25][CH2:26][CH2:27][CH:28]2[CH2:33][CH2:32][N:31]([CH2:34][CH2:35][CH2:36][O:37][C:38]3[CH:39]=[CH:40][C:41]([C:42]([NH2:44])=[N:43][C:1]([O:7][CH2:8][CH2:13][CH2:12][CH3:11])=[O:54])=[CH:45][CH:46]=3)[CH2:30][CH2:29]2)=[CH:22][CH:21]=1. Procedure details: Into a solution of 1.82 g of butyl 4-nitrophenyl carbonate in 15 mL of N,N-dimethylformamide, 1.50 g of 4-{3-[4-(3-{4-[amino(imino)methyl]phenoxy}propyl)-1-piperidinyl]propoxy}benzamidine was added at room temperature, and the solution was stirred at the same temperature for 2 hours. Chloroform and water were added to the reaction mixture. The organic layer was separated, washed twice with a 5% potassium carbonate aqueous solution and with a saturated sodium chloride aqueous solution successivel... Reactants: crude product, C(C)(C)(C)OC(=O)N([C@H](C)C1=CC=CC2=CC=CC=C12)CC1C(CN(CC1)C1=NC=C(C(=O)O)C=C1F)C1=CC=CC=C1 (6-[4-({(tert-butoxycarbonyl)[(1R)-1-(1-naphthyl)ethyl]amino}methyl)-3-phenylpiperidin-1-yl]-5-fluoronicotinic acid), Cl.O1CCOCC1 (hydrogen chloride 1,4-dioxane). Run at time 2 hour. The product is Cl.FC=1C(=NC=C(C(=O)O)C1)N1CC(C(CC1)CN[C@H](C)C1=CC=CC2=CC=CC=C12)C1=CC=CC=C1 (5-fluoro-6-[4-({[(1R)-1-(1-naphthyl)ethyl]amino}methyl)-3-phenylpiperidin-1-yl]nicotinic acid hydrochloride). RXN SMILES: C(OC([N:8]([CH2:21][CH:22]1[CH2:27][CH2:26][N:25]([C:28]2[C:36]([F:37])=[CH:35][C:31]([C:32]([OH:34])=[O:33])=[CH:30][N:29]=2)[CH2:24][CH:23]1[C:38]1[CH:43]=[CH:42][CH:41]=[CH:40][CH:39]=1)[C@@H:9]([C:11]1[C:20]2[C:15](=[CH:16][CH:17]=[CH:18][CH:19]=2)[CH:14]=[CH:13][CH:12]=1)[CH3:10])=O)(C)(C)C.[ClH:44].O1CCOCC1>>[ClH:44].[F:37][C:36]1[C:28]([N:25]2[CH2:26][CH2:27][CH:22]([CH2:21][NH:8][C@@H:9]([C:11]3[C:20]4[C:15](=[CH:16][CH:17]=[CH:18][CH:19]=4)[CH:14]=[CH:13][CH:12]=3)[CH3:10])[CH:23]([C:38]3[CH:43]=[CH:42][CH:41]=[CH:40][CH:39]=3)[CH2:24]2)=[N:29][CH:30]=[C:31]([CH:35]=1)[C:32]([OH:34])=[O:33] |f:1.2,3.4|. Reported procedure: To 187 mg of the crude product of 6-[4-({(tert-butoxycarbonyl)[(1R)-1-(1-naphthyl)ethyl]amino}methyl)-3-phenylpiperidin-1-yl]-5-fluoronicotinic acid was added 2.0 mL of a 4 M hydrogen chloride/1,4-dioxane solution. After stirring at room temperature for 2 hours, the reaction mixture was concentrated under reduced pressure, and to the obtained residue were added isopropanol and ethyl acetate, followed by heating under reflux, and then being left to be cooled to room temperature. The precipitate w... Reactants: BrC1=CC=C(C=C1)C(C\C(=N/O)\C1=CC=NC=C1)C1=CC=CC=C1 ((E)-3-(4-Bromo-phenyl)-3-phenyl-1-pyridin-4-yl-propan-1-one oxime), C1(CC1)[B-](F)(F)F.[K+] (potassium cyclopropyltrifluoroborate), O.P(=O)([O-])([O-])[O-].[K+].[K+].[K+] (tri-potassium phosphate monohydrate), C(=O)(O)[O-].[Na+] (NaHCO3). Run at temperature 100 celsius. Procedure: To a solution of (E)-3-(4-bromo-phenyl)-3-phenyl-1-pyridin-4-yl-propan-1-one oxime (example 5, 100 mg) in toluene (0.9 mL) and water (0.1 mL) was added potassium cyclopropyltrifluoroborate (47 mg), tri-potassium phosphate monohydrate (199 mg) and tetrakis(triphenylphosphine) palladium (0) (6 mg). The mixture was heated to 100° C. overnight. After cooling to rt a saturated aqueous solution of NaHCO3 was added, the phases were separated and the inorganic one was extracted with EtOAc (2×). The comb... As a reaction SMILES: Br[C:2]1[CH:7]=[CH:6][C:5]([CH:8]([C:19]2[CH:24]=[CH:23][CH:22]=[CH:21][CH:20]=2)[CH2:9]/[C:10](/[C:13]2[CH:18]=[CH:17][N:16]=[CH:15][CH:14]=2)=[N:11]\[OH:12])=[CH:4][CH:3]=1.[CH:25]1([B-](F)(F)F)[CH2:27][CH2:26]1.[K+].O.P([O-])([O-])([O-])=O.[K+].[K+].[K+].C([O-])(O)=O.[Na+]>C1(C)C=CC=CC=1.O.[Pd].C1(P(C2C=CC=CC=2)C2C=CC=CC=2)C=CC=CC=1.C1(P(C2C=CC=CC=2)C2C=CC=CC=2)C=CC=CC=1.C1(P(C2C=CC=CC=2)C2C=CC=CC=2)C=CC=CC=1.C1(P(C2C=CC=CC=2)C2C=CC=CC=2)C=CC=CC=1>[CH:25]1([C:2]2[CH:7]=[CH:6][C:5]([CH:8]([C:19]3[CH:24]=[CH:23][CH:22]=[CH:21][CH:20]=3)[CH2:9]/[C:10](/[C:13]3[CH:18]=[CH:17][N:16]=[CH:15][CH:14]=3)=[N:11]\[OH:12])=[CH:4][CH:3]=2)[CH2:27][CH2:26]1 |f:1.2,3.4.5.6.7,8.9,12.13.14.15.16|. Product: C1(CC1)C1=CC=C(C=C1)C(C\C(=N/O)\C1=CC=NC=C1)C1=CC=CC=C1 ((E)-3-(4-cyclopropyl-phenyl)-3-phenyl-1-pyridin-4-yl-propan-1-one oxime). Isolated yield 47.9%. Reagents/catalysts: [Pd].C1(=CC=CC=C1)P(C1=CC=CC=C1)C1=CC=CC=C1.C1(=CC=CC=C1)P(C1=CC=CC=C1)C1=CC=CC=C1.C1(=CC=CC=C1)P(C1=CC=CC=C1)C1=CC=CC=C1.C1(=CC=CC=C1)P(C1=CC=CC=C1)C1=CC=CC=C1 (tetrakis(triphenylphosphine) palladium (0)). Solvent: C1(=CC=CC=C1)C (toluene), O (water). Reactants: Cl.CNC1COC2=C(C(C1)O)C=CC=C2 (3-methylamino-2,3,4,5-tetrahydro-1-benzoxepin-5-ol hydrochloride), ice, N (ammonia). Run in Cl (hydrochloric acid). Yields the product CNC1COC2=C(C=C1)C=CC=C2 (3-methylamino-2,3-dihydro-1-benzoxepine). The yield is 99.2%. RXN SMILES: Cl.[CH3:2][NH:3][CH:4]1[CH2:10][CH:9](O)[C:8]2[CH:12]=[CH:13][CH:14]=[CH:15][C:7]=2[O:6][CH2:5]1.N>Cl>[CH3:2][NH:3][CH:4]1[CH:10]=[CH:9][C:8]2[CH:12]=[CH:13][CH:14]=[CH:15][C:7]=2[O:6][CH2:5]1 |f:0.1|. Reported procedure: 23.0 g of 3-methylamino-2,3,4,5-tetrahydro-1-benzoxepin-5-ol hydrochloride were heated to 100 degrees C. for 30 minutes with stirring in 50 ml of 32 percent aqueous hydrochloric acid solution. Subsequently, the solution was poured over 100 g of ice, and the mixture was rendered alkaline with 70 ml of 25 percent aqueous ammonia solution. The mixture was thereafter extracted once with 100 ml and four times with 25 ml portions of methylene chloride. The combined methylene chloride extracts were dri... Reactants: C1(=CC=C(C=C1)S(=O)(=O)O)C (p-toluenesulfonic acid), C(C)(C)O (isopropanol). Solvent: O (water). Reaction conditions: time 8.5 hour. The product is CC(C(CC=O)C1=CC=CC=C1)CC (4-methyl-3-phenylhexanal). The yield is 59.0%. Reaction SMILES: [C:1]1([CH3:11])[CH:6]=[CH:5][C:4](S(O)(=O)=O)=[CH:3][CH:2]=1.[CH:12]([OH:15])(C)[CH3:13]>O>[CH3:6][CH:1]([CH2:2][CH3:3])[CH:11]([C:1]1[CH:6]=[CH:5][CH:4]=[CH:3][CH:2]=1)[CH2:13][CH:12]=[O:15]. Reported procedure: Under a nitrogen atmosphere, a n-butyllithium/tetrahydrofuran solution (1.53 M, 1.2 mL) was added to a tetrahydrofuran solution of (methoxymethyl) triphenylphosphonium chloride (627 mg) at −78° C., and then the temperature of the mixture was raised to 0° C. After 20 minutes, the outer temperature was lowered to −78° C., and then 4-methyl-3-phenyl-pentanal (200 mg) was added thereto together with tetrahydrofuran (4 mL). After 45 minutes, the temperature of the mixture was returned to room tempera... The product is Br.OC1=CC=CC=2C[C@H]3CCN[C@H]3CC21 (cis-(±)-8-Hydroxy-2,3,3a,4,9,9a-hexahydro-1H-benz[f]indole-hydrobromide). Run in O (water). Reactants: COC1=CC=CC=2C[C@H]3CCN[C@H]3CC21 (cis-(±)-8-methoxy-2,3,3a,4,9,9a-hexahydro-1H-benz[f]indole), Br (hydrobromic acid). Isolated yield 95.0%. Reported procedure: 0.55 g (2.7 mmol) of cis-(±)-8-methoxy-2,3,3a,4,9,9a-hexahydro-1H-benz[f]indole (10b) are added to 6 mL of water and 12 mL of conc. hydrobromic acid and refluxed for 20 h . Then the mixture is concentrated by evaporation in vacuo, the residue is taken up again in 10 mL of ethanol and the solvent is eliminated again in vacuo. 0.69 g (95%) of the desired product are obtained as the hydrobromide. Reaction SMILES: C[O:2][C:3]1[C:15]2[CH2:14][C@H:13]3[C@H:9]([CH2:10][CH2:11][NH:12]3)[CH2:8][C:7]=2[CH:6]=[CH:5][CH:4]=1.[BrH:16]>O>[BrH:16].[OH:2][C:3]1[C:15]2[CH2:14][C@H:13]3[C@H:9]([CH2:10][CH2:11][NH:12]3)[CH2:8][C:7]=2[CH:6]=[CH:5][CH:4]=1 |f:3.4|. Reactants: CCO, CCOC(=O)CCc1cccc(C(F)(F)F)c1, NN, O. Yields the product NNC(=O)CCc1cccc(C(F)(F)F)c1. As a reaction SMILES: [CH3:21][CH2:22][OH:23].[F:1][C:2]([c:3]1[cH:4][c:5]([CH2:9][CH2:10][C:11](=[O:12])[O:13][CH2:14][CH3:15])[cH:6][cH:7][cH:8]1)([F:16])[F:17].[NH2:19][NH2:20].[OH2:18]>>[F:1][C:2]([c:3]1[cH:4][c:5]([CH2:9][CH2:10][C:11](=[O:12])[NH:19][NH2:20])[cH:6][cH:7][cH:8]1)([F:16])[F:17]. Yields the product OC=1C=CC=2C=3C=C4C(=C(C3CC2C1)Cl)C=C(C=C4)O (2,8-dihydroxy-10-chloro-11H-benzo[b]fluorene). Starting materials: C(=O)(O)[O-].[Na+] (NaHCO3), B(Br)(Br)Br (BBr3), COC=1C=CC=2C=3C=C4C(=C(C3CC2C1)Cl)C=C(C=C4)OC (2,8-dimethoxy-10-chloro-11H-benzo[b]fluorene), B(Br)(Br)Br (BBr3). RXN SMILES: B(Br)(Br)Br.C[O:6][C:7]1[CH:8]=[CH:9][C:10]2[C:11]3[CH:12]=[C:13]4[CH:24]=[CH:23][C:22]([O:25]C)=[CH:21][C:14]4=[C:15]([Cl:20])[C:16]=3[CH2:17][C:18]=2[CH:19]=1.C([O-])(O)=O.[Na+]>C(Cl)Cl>[OH:6][C:7]1[CH:8]=[CH:9][C:10]2[C:11]3[CH:12]=[C:13]4[CH:24]=[CH:23][C:22]([OH:25])=[CH:21][C:14]4=[C:15]([Cl:20])[C:16]=3[CH2:17][C:18]=2[CH:19]=1 |f:2.3|. Procedure: To a solution of 65 (0.8 mmol) in toluene (8 ml) was added PCl5 (4.8 mmol). After stirring the mixture for 2 hours at 20° C. it was poured into ice water and extracted with toluene. The organic layer was washed with NaHCO3 (aq), dried over MgSO4 and concentrated. The residue was dissolved in 12 ml m-xylene/toluene (2:1) palladium on carbon (10% w/w, 200 mg) was added and the mixture was refluxed for 2 hours. The catalyst was filtered off and the filtrate was concentrated. Chromatography (heptane... The yield is 87.0%. Solvent: C(Cl)Cl (CH2Cl2).